This data is from the Open Reaction Database (ORD), a public repository of structured organic reaction records. The task is: describe an organic reaction: reactants, conditions, products, and yield Reactants: C1(=CC=C(C=C1)[Mg]Br)C (p-tolylmagnesium bromide), C1(=CC=C(C=C1)[Mg]Br)C (p-tolylmagnesium bromide), O1CCCC1 (tetrahydrofuran), C1(=CC=CC=C1)C=1OC(C2=C(N1)C=C1CCCCC1=C2)=O (2-phenyl-6,7,8,9-tetrahydro-naphtho[2,3-d][1,3]oxazin-4-one). Run in ClCCl (dichloromethane). Yields the product CC1=CC=C(C(=O)C=2C(=CC=3CCCCC3C2)NC(C2=CC=CC=C2)=O)C=C1 (N-[3-(4-methyl-benzoyl)-5,6,7,8-tetrahydro-naphthalen-2-yl]-benzamide). Isolated yield 65.3%. Reaction SMILES: [C:1]1([C:7]2[O:8][C:9](=[O:21])[C:10]3[CH:20]=[C:19]4[C:14]([CH2:15][CH2:16][CH2:17][CH2:18]4)=[CH:13][C:11]=3[N:12]=2)[CH:6]=[CH:5][CH:4]=[CH:3][CH:2]=1.[C:22]1([CH3:30])[CH:27]=[CH:26][C:25]([Mg]Br)=[CH:24][CH:23]=1.O1CCCC1>ClCCl>[CH3:30][C:22]1[CH:27]=[CH:26][C:25]([C:9]([C:10]2[C:11]([NH:12][C:7](=[O:8])[C:1]3[CH:6]=[CH:5][CH:4]=[CH:3][CH:2]=3)=[CH:13][C:14]3[CH2:15][CH2:16][CH2:17][CH2:18][C:19]=3[CH:20]=2)=[O:21])=[CH:24][CH:23]=1. Procedure details: N-[3-(4-Methyl-benzoyl)-5,6,7,8-tetrahydro-naphthalen-2-yl]-benzamide was prepared by a modification of the route described in Okabe, M. and Sun, R. C.; Tetrahedron 1995, 51(7), 1861-1866). To a 100 mL flask containing a solution 2-phenyl-6,7,8,9-tetrahydro-naphtho[2,3-d][1,3]oxazin-4-one (220 mg, 0.793 mmol) in dichloromethane (20 mL) under nitrogen and cooled to −78 C was added dropwise by syringe p-tolylmagnesium bromide solution in tetrahydrofuran (1.0 M, 0.87 mL, 0.87 mmol) and the yellow s... The reactants are N (ammonia), C1(CCCCCC1)C=1C=C2CCC(C2=CC1Cl)C(=O)Cl (5-cycloheptyl-6-chloro-1-indanecarboxylic acid chloride). Procedure: A vigorous stream of ammonia gas is passed into a solution of 9 g of 5-cycloheptyl-6-chloro-1-indanecarboxylic acid chloride in 150 ml of absolute benzene at 20° C, for 30 minutes, whilst cooling and stirring. The crude amide which precipitates is filtered off, thoroughly washed with water and dried. Two crystallisations from ethanol yield pure 5-cycloheptyl-6-chloro-1-indanecarboxylic acid amide; melting point 170°-171° C. Solvent: C1=CC=CC=C1 (benzene). The product is C1(CCCCCC1)C=1C=C2CCC(C2=CC1Cl)C(=O)N (5-cycloheptyl-6-chloro-1-indanecarboxylic acid amide). As a reaction SMILES: [NH3:1].[CH:2]1([C:9]2[CH:10]=[C:11]3[C:15](=[CH:16][C:17]=2[Cl:18])[CH:14]([C:19](Cl)=[O:20])[CH2:13][CH2:12]3)[CH2:8][CH2:7][CH2:6][CH2:5][CH2:4][CH2:3]1>C1C=CC=CC=1>[CH:2]1([C:9]2[CH:10]=[C:11]3[C:15](=[CH:16][C:17]=2[Cl:18])[CH:14]([C:19]([NH2:1])=[O:20])[CH2:13][CH2:12]3)[CH2:8][CH2:7][CH2:6][CH2:5][CH2:4][CH2:3]1. The reactants are C(C)(=O)N1CCC(CC1)C(=O)N1C[C@H]([C@@H](CC1)N(C(C1=CC=C(C=C1)OC)=O)C)C1=CC=C(C=C1)Br (N-[(3R*,4R*)-1-[(1-acetylpiperidin-4-yl)carbonyl]-3-(4-bromophenyl)piperidin-4-yl]-4-methoxy-N-methylbenzamide), C1(=CC=CC=C1)B(O)O (phenylboronic acid), C([O-])([O-])=O.[K+].[K+] (potassium carbonate). Reagents/catalysts: C1=CC=C(C=C1)P([C-]2C=CC=C2)C3=CC=CC=C3.C1=CC=C(C=C1)P([C-]2C=CC=C2)C3=CC=CC=C3.[Fe+2] (dppf), CC(=O)[O-].CC(=O)[O-].[Pd+2] (Pd(OAc)2). Solvent: C1(=CC=CC=C1)C (toluene), O (water), CN(C)C=O (DMF), O (water). Run at temperature 100 celsius, time 10 hour. Product: C(C)(=O)N1CCC(CC1)C(=O)N1C[C@H]([C@@H](CC1)N(C(C1=CC=C(C=C1)OC)=O)C)C1=CC=C(C=C1)C1=CC=CC=C1 (N-{(3R*,4R*)-1-[(1-acetylpiperidin-4-yl)carbonyl]-3-biphenyl-4-ylpiperidin-4-yl}-4-methoxy-N-methylbenzamide). Isolated yield 60.3%. Reaction SMILES: [C:1]([N:4]1[CH2:9][CH2:8][CH:7]([C:10]([N:12]2[CH2:17][CH2:16][C@@H:15]([N:18]([CH3:29])[C:19](=[O:28])[C:20]3[CH:25]=[CH:24][C:23]([O:26][CH3:27])=[CH:22][CH:21]=3)[C@H:14]([C:30]3[CH:35]=[CH:34][C:33](Br)=[CH:32][CH:31]=3)[CH2:13]2)=[O:11])[CH2:6][CH2:5]1)(=[O:3])[CH3:2].[C:37]1(B(O)O)[CH:42]=[CH:41][CH:40]=[CH:39][CH:38]=1.C(=O)([O-])[O-].[K+].[K+]>C1(C)C=CC=CC=1.O.CN(C=O)C.C1C=CC(P(C2C=CC=CC=2)[C-]2C=CC=C2)=CC=1.C1C=CC(P(C2C=CC=CC=2)[C-]2C=CC=C2)=CC=1.[Fe+2].CC([O-])=O.CC([O-])=O.[Pd+2]>[C:1]([N:4]1[CH2:9][CH2:8][CH:7]([C:10]([N:12]2[CH2:17][CH2:16][C@@H:15]([N:18]([CH3:29])[C:19](=[O:28])[C:20]3[CH:25]=[CH:24][C:23]([O:26][CH3:27])=[CH:22][CH:21]=3)[C@H:14]([C:30]3[CH:35]=[CH:34][C:33]([C:37]4[CH:42]=[CH:41][CH:40]=[CH:39][CH:38]=4)=[CH:32][CH:31]=3)[CH2:13]2)=[O:11])[CH2:6][CH2:5]1)(=[O:3])[CH3:2] |f:2.3.4,8.9.10,11.12.13|. Procedure: A mixture of the compound obtained in Example 239 (0.20 g), phenylboronic acid (0.066 g), dppf (0.040 g), Pd(OAc)2 (0.008 g) and potassium carbonate (0.050 g) in toluene (3 mL), water (0.3 mL) and DMF (1 mL) was stirred under an argon atmosphere at 100° C. for 10 hr. The reaction mixture was poured into water, and the resultant product was extracted with ethyl acetate. The organic layer was washed with saturated aqueous sodium hydrogen carbonate solution and brine, and concentrated. The residue ... Starting materials: ClC1=C(C=C(C=C1)C(F)(F)F)N1CCNCC1 (1-(2-Chloro-5-trifluoromethyl-phenyl)-piperazine), ICCC (1-iodopropane). The product is ClC1=C(C=C(C=C1)C(F)(F)F)N1CCN(CC1)CCC (1-(2-Chloro-5-trifluoromethyl-phenyl)-4-propyl-piperazine). Reaction SMILES: [Cl:1][C:2]1[CH:7]=[CH:6][C:5]([C:8]([F:11])([F:10])[F:9])=[CH:4][C:3]=1[N:12]1[CH2:17][CH2:16][NH:15][CH2:14][CH2:13]1.I[CH2:19][CH2:20][CH3:21]>>[Cl:1][C:2]1[CH:7]=[CH:6][C:5]([C:8]([F:9])([F:10])[F:11])=[CH:4][C:3]=1[N:12]1[CH2:17][CH2:16][N:15]([CH2:19][CH2:20][CH3:21])[CH2:14][CH2:13]1. Procedure details: Beginning with 1-(2-Chloro-5-trifluoromethyl-phenyl)-piperazine and 1-iodopropane, the title compound was recovered by the procedure described in Example 2. m.p. 234° C. (HCl), MS m/z (rel. intensity, 70 eV) 306 (M+, 20), 279 (34), 277 (bp), 70 (99), 56 (48).